Dataset: the Open Reaction Database (ORD), a public repository of structured organic reaction records. Task: describe an organic reaction: reactants, conditions, products, and yield Starting materials: CC(=O)O, O=C(NCCCCNCc1cccc2nccn12)C(F)(F)F. Yields the product O=C(NCCCCN1Cc2cccc3ncc(n23)C1)C(F)(F)F. As a reaction SMILES: [CH3:23][C:24](=[O:25])[OH:26].[F:1][C:2]([C:3](=[O:4])[NH:5][CH2:6][CH2:7][CH2:8][CH2:9][NH:10][CH2:11][c:12]1[cH:13][cH:14][cH:15][c:16]2[n:17]1[cH:18][cH:19][n:20]2)([F:21])[F:22]>>[F:1][C:2]([C:3](=[O:4])[NH:5][CH2:6][CH2:7][CH2:8][CH2:9][N:10]1[CH2:11][c:12]2[cH:13][cH:14][cH:15][c:16]3[n:17]2[c:18]([cH:19][n:20]3)[CH2:23]1)([F:21])[F:22]. Reactants: CC1(C)CC(c2ccccc2N)Nc2ccc(C(F)(F)F)cc21, ClCCl, O=S(=O)(Cl)c1cccc(F)c1, O, c1ccncc1. The product is CC1(C)CC(c2ccccc2NS(=O)(=O)c2cccc(F)c2)Nc2ccc(C(F)(F)F)cc21. RXN SMILES: [CH3:1][C:2]1([CH3:23])[CH2:3][CH:4]([c:16]2[c:17]([NH2:18])[cH:19][cH:20][cH:21][cH:22]2)[NH:5][c:6]2[cH:7][cH:8][c:9]([C:12]([F:13])([F:14])[F:15])[cH:10][c:11]21.[Cl:41][CH2:42][Cl:43].[F:30][c:31]1[cH:32][c:33]([S:37](=[O:38])(=[O:39])[Cl:40])[cH:34][cH:35][cH:36]1.[OH2:44].[cH:24]1[cH:25][cH:26][n:27][cH:28][cH:29]1>>[CH3:1][C:2]1([CH3:23])[CH2:3][CH:4]([c:16]2[c:17]([NH:18][S:37]([c:33]3[cH:32][c:31]([F:30])[cH:36][cH:35][cH:34]3)(=[O:38])=[O:39])[cH:19][cH:20][cH:21][cH:22]2)[NH:5][c:6]2[cH:7][cH:8][c:9]([C:12]([F:13])([F:14])[F:15])[cH:10][c:11]21. Product: FC=1C=C(CN2CCC3(CC2)CSC2=C(O3)C3=CC=CC=C3C(C2=O)=O)C=CC1C (1′-(3-fluoro-4-methylbenzyl)spiro[naphtho[1,2-b][1,4]oxathiine-2,4′-piperidine]-5,6-dione). Starting materials: N1CCC2(CC1)CSC1=C(O2)C2=CC=CC=C2C(C1=O)=O (spiro[naphtho[1,2-b][1,4]oxathiine-2,4′-piperidine]-5,6-dione), BrCC1=CC(=C(C=C1)C)F (4-(bromomethyl)-2-fluoro-1-methylbenzene). RXN SMILES: [NH:1]1[CH2:6][CH2:5][C:4]2([O:11][C:10]3[C:12]4[C:17]([C:18](=[O:21])[C:19](=[O:20])[C:9]=3[S:8][CH2:7]2)=[CH:16][CH:15]=[CH:14][CH:13]=4)[CH2:3][CH2:2]1.Br[CH2:23][C:24]1[CH:29]=[CH:28][C:27]([CH3:30])=[C:26]([F:31])[CH:25]=1>>[F:31][C:26]1[CH:25]=[C:24]([CH:29]=[CH:28][C:27]=1[CH3:30])[CH2:23][N:1]1[CH2:2][CH2:3][C:4]2([O:11][C:10]3[C:12]4[C:17]([C:18](=[O:21])[C:19](=[O:20])[C:9]=3[S:8][CH2:7]2)=[CH:16][CH:15]=[CH:14][CH:13]=4)[CH2:5][CH2:6]1. Reported procedure: Compound 146 was synthesized using spiro[naphtho[1,2-b][1,4]oxathiine-2,4′-piperidine]-5,6-dione, 4-(bromomethyl)-2-fluoro-1-methylbenzene and conditions outlined in procedure V. LCMS: 424 [M+H]; Rt=1.03 min.